From a dataset of the Open Reaction Database (ORD), a public repository of structured organic reaction records. describe an organic reaction: reactants, conditions, products, and yield Reactants: Cl.Cl.C(C)C1=C(C(=CC=C1)CC)C1=NC=2CCNCC2C(=C1)C (2-(2,6-diethylphenyl)-4-methyl-5,6,7,8-tetrahydro-1,6-naphthyridine dihydrochloride), hexanes, CN1N=NN=C1S(=O)(=O)C (1-methyl-5-(methylsulfonyl)-1H-tetrazole). Run in C1CCOC1 (THF), [Li]CCCC (n-BuLi), [Cl-].[Na+].O (brine), CCOC(=O)C (EtOAc). Reaction conditions: time 19 hour. The product is C(C)C1=C(C(=CC=C1)CC)C1=NC=2CCN(CC2C(=C1)C)C1=NN=NN1C (2-(2,6-Diethylphenyl)-4-methyl-6-(1-methyl-1H-tetrazol-5-yl)-5,6,7,8-tetrahydro-1,6-naphthyridine). As a reaction SMILES: Cl.Cl.[CH2:3]([C:5]1[CH:10]=[CH:9][CH:8]=[C:7]([CH2:11][CH3:12])[C:6]=1[C:13]1[CH:22]=[C:21]([CH3:23])[C:20]2[CH2:19][NH:18][CH2:17][CH2:16][C:15]=2[N:14]=1)[CH3:4].[CH3:24][N:25]1[C:29](S(C)(=O)=O)=[N:28][N:27]=[N:26]1>C1COCC1.[Li]CCCC.[Cl-].[Na+].O.CCOC(C)=O>[CH2:3]([C:5]1[CH:10]=[CH:9][CH:8]=[C:7]([CH2:11][CH3:12])[C:6]=1[C:13]1[CH:22]=[C:21]([CH3:23])[C:20]2[CH2:19][N:18]([C:29]3[N:25]([CH3:24])[N:26]=[N:27][N:28]=3)[CH2:17][CH2:16][C:15]=2[N:14]=1)[CH3:4] |f:0.1.2,6.7.8|. Reported procedure: To a solution of 2-(2,6-diethylphenyl)-4-methyl-5,6,7,8-tetrahydro-1,6-naphthyridine dihydrochloride (21.7 mg, 0.061 mmol) in THF (0.5 mL), 1.6 M n-BuLi in hexanes (0.119 mL, 0.190 mmol) was added at −78° C. under nitrogen. After stirring for 10 min. at the same temperature, 1-methyl-5-(methylsulfonyl)-1H-tetrazole (24.90 mg, 0.154 mmol) was added. The mixture was warmed up to rt and stirred for 19 h. The mixture was diluted with brine and EtOAc. The products were extracted with EtOAc, and the o... The product is CC(O)C1CCN(C(=O)OC(C)(C)C)CC1. Reaction SMILES: [Br-:16].[C:1]([CH3:2])([CH3:3])([CH3:4])[O:5][C:6](=[O:7])[N:8]1[CH2:9][CH2:10][CH:11]([CH:14]=[O:15])[CH2:12][CH2:13]1.[CH3:17][Mg+:18].[O:19]1[CH2:20][CH2:21][CH2:22][CH2:23]1>>[C:1]([CH3:2])([CH3:3])([CH3:4])[O:5][C:6](=[O:7])[N:8]1[CH2:9][CH2:10][CH:11]([CH:14]([OH:15])[CH3:17])[CH2:12][CH2:13]1. Reactants: [Br-], CC(C)(C)OC(=O)N1CCC(C=O)CC1, C[Mg+], C1CCOC1. The reactants are CN1CCOCC1, [Cl-], ClCCl, Nc1ccc(Cl)cn1, N#Cc1cc(C(=O)NN2CCOCC2)ccc1OCC(=O)O, O=S(Cl)Cl, c1ccncc1. Yields the product N#Cc1cc(C(=O)NN2CCOCC2)ccc1OCC(=O)Nc1ccc(Cl)cn1. RXN SMILES: [CH3:23][N:24]1[CH2:25][CH2:26][O:27][CH2:28][CH2:29]1.[Cl-:48].[Cl:49][CH2:50][Cl:51].[NH2:34][c:35]1[n:36][cH:37][c:38]([Cl:41])[cH:39][cH:40]1.[O:1]1[CH2:2][CH2:3][N:4]([NH:7][C:8]([c:9]2[cH:10][c:11]([C:20]#[N:21])[c:12]([O:15][CH2:16][C:17](=[O:18])[OH:19])[cH:13][cH:14]2)=[O:22])[CH2:5][CH2:6]1.[S:30]([Cl:31])([Cl:32])=[O:33].[cH:42]1[cH:43][cH:44][n:45][cH:46][cH:47]1>>[O:1]1[CH2:2][CH2:3][N:4]([NH:7][C:8]([c:9]2[cH:10][c:11]([C:20]#[N:21])[c:12]([O:15][CH2:16][C:17](=[O:19])[NH:34][c:35]3[n:36][cH:37][c:38]([Cl:41])[cH:39][cH:40]3)[cH:13][cH:14]2)=[O:22])[CH2:5][CH2:6]1. Reactants: CCOCC, [Cl-], O=Cc1cc(-c2cccc(Cl)c2)c2ncccc2c1, [Li]C, [NH4+], C1CCOC1. Product: CC(O)c1cc(-c2cccc(Cl)c2)c2ncccc2c1. RXN SMILES: [CH3:29][CH2:30][O:31][CH2:32][CH3:33].[Cl-:22].[Cl:1][c:2]1[cH:3][c:4](-[c:8]2[cH:9][c:10]([CH:18]=[O:19])[cH:11][c:12]3[cH:13][cH:14][cH:15][n:16][c:17]23)[cH:5][cH:6][cH:7]1.[Li:20][CH3:21].[NH4+:23].[O:24]1[CH2:25][CH2:26][CH2:27][CH2:28]1>>[Cl:1][c:2]1[cH:3][c:4](-[c:8]2[cH:9][c:10]([CH:18]([OH:19])[CH3:21])[cH:11][c:12]3[cH:13][cH:14][cH:15][n:16][c:17]23)[cH:5][cH:6][cH:7]1. As a reaction SMILES: [C:1]([c:2]1[cH:3][cH:4][cH:5][cH:6][cH:7]1)([c:8]1[cH:9][cH:10][cH:11][cH:12][cH:13]1)([c:14]1[cH:15][cH:16][cH:17][cH:18][cH:19]1)[n:20]1[n:21][cH:22][c:23](-[c:25]2[c:26]([O:31][c:32]3[cH:33][cH:34][c:35]([NH2:38])[cH:36][cH:37]3)[n:27][cH:28][cH:29][cH:30]2)[cH:24]1.[CH3:46][OH:47].[OH:39][C:40]([C:41]([F:42])([F:43])[F:44])=[O:45]>>[nH:20]1[n:21][cH:22][c:23](-[c:25]2[c:26]([O:31][c:32]3[cH:33][cH:34][c:35]([NH2:38])[cH:36][cH:37]3)[n:27][cH:28][cH:29][cH:30]2)[cH:24]1. Starting materials: Nc1ccc(Oc2ncccc2-c2cnn(C(c3ccccc3)(c3ccccc3)c3ccccc3)c2)cc1, CO, O=C(O)C(F)(F)F. The product is Nc1ccc(Oc2ncccc2-c2cn[nH]c2)cc1. Starting materials: NC1=C(C=C(C=C1)OCSC)N (1,2-diamino-4-methylthiomethoxybenzene), COC(=O)N=C=S (methoxycarbonyl isothiocyanate). Solvent: CC(=O)C (acetone). Yields the product COC(=O)NC(NC1=C(C=C(C=C1)OCSC)NC(=S)NC(=O)OC)=S (1,2-bis(3-methoxycarbonyl-2-thioureido)-4-methylthiomethoxybenzene). Reaction SMILES: [NH2:1][C:2]1[CH:7]=[CH:6][C:5]([O:8][CH2:9][S:10][CH3:11])=[CH:4][C:3]=1[NH2:12].[CH3:13][O:14][C:15]([N:17]=[C:18]=[S:19])=[O:16]>CC(C)=O>[CH3:13][O:14][C:15]([NH:17][C:18](=[S:19])[NH:1][C:2]1[CH:7]=[CH:6][C:5]([O:8][CH2:9][S:10][CH3:11])=[CH:4][C:3]=1[NH:12][C:18]([NH:17][C:15]([O:14][CH3:13])=[O:16])=[S:19])=[O:16]. Procedure details: The 1,2-diamino-4-methylthiomethoxybenzene prepared above is dissolved in 60 ml. acetone and treated overnight with 6 g. methoxycarbonyl isothiocyanate at room temperature. The mixture is concentrated and the residue stirred with 500 ml. water and the brown solid filtered off. The residue is extracted with 250 ml. dichloromethane, filtered, treated with charcoal, and recrystallized from dichloromethanebenzene to afford 1,2-bis(3-methoxycarbonyl-2-thioureido)-4-methylthiomethoxybenzene. Reactants: Cc1ccccc1S, CNCCCc1cccc(Cl)c1, Cl, [Na+], [OH-]. Yields the product CNCCCc1cccc(Sc2ccccc2C)c1. RXN SMILES: [CH3:16][c:17]1[c:18]([SH:23])[cH:19][cH:20][cH:21][cH:22]1.[CH3:2][NH:3][CH2:4][CH2:5][CH2:6][c:7]1[cH:8][c:9]([Cl:13])[cH:10][cH:11][cH:12]1.[ClH:1].[Na+:15].[OH-:14]>>[CH3:2][NH:3][CH2:4][CH2:5][CH2:6][c:7]1[cH:8][c:9]([S:23][c:18]2[c:17]([CH3:16])[cH:22][cH:21][cH:20][cH:19]2)[cH:10][cH:11][cH:12]1. Starting materials: Cc1nc(Cl)c2nc(-c3ccccc3)cc-2[nH]1, [K+], [K+], CC(C)CC(N)CO, O=C([O-])[O-], O. Yields the product Cc1nc(NC(CO)CC(C)C)c2nc(-c3ccccc3)cc-2[nH]1. RXN SMILES: [Cl:1][c:2]1[c:3]2[n:11][c:10](-[c:12]3[cH:13][cH:14][cH:15][cH:16][cH:17]3)[cH:9][c:4]-2[nH:5][c:6]([CH3:8])[n:7]1.[K+:26].[K+:27].[NH2:18][CH:19]([CH2:20][CH:21]([CH3:22])[CH3:23])[CH2:24][OH:25].[O-:28][C:29]([O-:30])=[O:31].[OH2:32]>>[c:2]1([NH:18][CH:19]([CH2:20][CH:21]([CH3:22])[CH3:23])[CH2:24][OH:25])[c:3]2[n:11][c:10](-[c:12]3[cH:13][cH:14][cH:15][cH:16][cH:17]3)[cH:9][c:4]-2[nH:5][c:6]([CH3:8])[n:7]1. Reactants: O=C(Cl)OCc1ccccc1, Cl, CC(=O)C(C)(C)N, [Na+], [OH-], O, O. The product is CC(=O)C(C)(C)NC(=O)OCc1ccccc1. RXN SMILES: [CH2:12]([c:13]1[cH:14][cH:15][cH:16][cH:17][cH:18]1)[O:19][C:20](=[O:21])[Cl:22].[ClH:2].[NH2:3][C:4]([C:5]([CH3:6])=[O:7])([CH3:8])[CH3:9].[Na+:11].[OH-:10].[OH2:1].[OH2:23]>>[NH:3]([C:4]([C:5]([CH3:6])=[O:7])([CH3:8])[CH3:9])[C:20]([O:19][CH2:12][c:13]1[cH:14][cH:15][cH:16][cH:17][cH:18]1)=[O:21]. Starting materials: C(C)(C)(C)OC(=O)N1CCC(CC1)C1=CC(=C(C=C1)N)OC (4-(4-Amino-3-methoxy-phenyl)-piperidin-1-carboxylic acid tert-butyl ester), BrC1=CC=C2C=NC(=NN21)O (7-Bromo-pyrrolo[2,1-f][1,2,4]triazin-2-ol), C(C)(C)N(C(C)C)CC (N,N-Diisopropylethylamine), [N-](S(=O)(=O)C(F)(F)F)S(=O)(=O)C(F)(F)F (trifluoromethanesulfonimide). The solvent is [Cl-].[Na+].O (brine), O (Water), CN(C)C=O (DMF). Reaction conditions: time 2 hour. The product is C(C)(C)(C)OC(=O)N1CCC(CC1)C1=CC(=C(C=C1)NC1=NN2C(C=N1)=CC=C2Br)OC (4-[4-(7-Bromo-pyrrolo[2,1-f][1,2,4]triazin-2-ylamino)-3-methoxy-phenyl]-piperidine-1-carboxylic acid tert-butyl ester). Yield: 52.0%. As a reaction SMILES: [Br:1][C:2]1[N:10]2[C:5]([CH:6]=[N:7][C:8](O)=[N:9]2)=[CH:4][CH:3]=1.C(N(CC)C(C)C)(C)C.[N-](S(C(F)(F)F)(=O)=O)S(C(F)(F)F)(=O)=O.[C:36]([O:40][C:41]([N:43]1[CH2:48][CH2:47][CH:46]([C:49]2[CH:54]=[CH:53][C:52]([NH2:55])=[C:51]([O:56][CH3:57])[CH:50]=2)[CH2:45][CH2:44]1)=[O:42])([CH3:39])([CH3:38])[CH3:37]>CN(C=O)C.[Cl-].[Na+].O.O>[C:36]([O:40][C:41]([N:43]1[CH2:44][CH2:45][CH:46]([C:49]2[CH:54]=[CH:53][C:52]([NH:55][C:8]3[N:7]=[CH:6][C:5]4=[CH:4][CH:3]=[C:2]([Br:1])[N:10]4[N:9]=3)=[C:51]([O:56][CH3:57])[CH:50]=2)[CH2:47][CH2:48]1)=[O:42])([CH3:39])([CH3:38])[CH3:37] |f:5.6.7|. Procedure: In a 10 mL sealed tube, to 7-Bromo-pyrrolo[2,1-f][1,2,4]triazin-2-ol (150.0 mg, 0.701 mmol) and N,N-Diisopropylethylamine (0.488 mL, 2.80 mmol) in 3.8 mL of anhydrous DMF was added N-Phenylbis(trifluoromethanesulfonimide (263 mg, 0.736 mmol). After stirring at room temperature for 2 hours, 4-(4-Amino-3-methoxy-phenyl)-piperidin-1-carboxylic acid tert-butyl ester (214.7 mg, 0.701 mmol) was added. The reaction mixture was heated at 65° C. for 4 hours. The reaction was conc. in vacuo. Water and bri...